Dataset: the Open Reaction Database (ORD), a public repository of structured organic reaction records. Task: describe an organic reaction: reactants, conditions, products, and yield Yields the product Cl.Cl.NCCC1=CC=C(OCCCCCC2=CC(=C(C=C2)O)[C@H](CCN(C(C)C)C(C)C)C2=CC=CC=C2)C=C1 (4-{5-[4-(2-aminoethyl)phenoxy]pentyl}-2-[(1R)-3-(diisopropylamino)-1-phenylpropyl]phenol bis hydrochloride salt). Conditions: time 8 hour. As a reaction SMILES: C(OC(=O)[NH:7][CH2:8][CH2:9][C:10]1[CH:15]=[CH:14][C:13]([O:16][CH2:17][CH2:18][CH2:19][CH2:20][CH2:21][C:22]2[CH:27]=[CH:26][C:25]([OH:28])=[C:24]([C@@H:29]([C:39]3[CH:44]=[CH:43][CH:42]=[CH:41][CH:40]=3)[CH2:30][CH2:31][N:32]([CH:36]([CH3:38])[CH3:37])[CH:33]([CH3:35])[CH3:34])[CH:23]=2)=[CH:12][CH:11]=1)(C)(C)C.C(O)C.[ClH:49]>ClCCl.C(OCC)C>[ClH:49].[ClH:49].[NH2:7][CH2:8][CH2:9][C:10]1[CH:11]=[CH:12][C:13]([O:16][CH2:17][CH2:18][CH2:19][CH2:20][CH2:21][C:22]2[CH:27]=[CH:26][C:25]([OH:28])=[C:24]([C@@H:29]([C:39]3[CH:40]=[CH:41][CH:42]=[CH:43][CH:44]=3)[CH2:30][CH2:31][N:32]([CH:36]([CH3:37])[CH3:38])[CH:33]([CH3:34])[CH3:35])[CH:23]=2)=[CH:14][CH:15]=1 |f:5.6.7|. Procedure details: Tert-butyl(2-{4-[(5-{3-[(1R)-3-(diisopropylamino)-1-phenylpropyl]-4-hydroxyphenyl}pentyl)oxy]phenyl}ethyl)carbamate (Preparation 58, 1.66 g, 2.69 mmol) was dissolved in dichloromethane (20 ml) and ethanol (3 ml) and hydrochloric acid (12 ml of a 2M solution in diethyl ether) was added, and the mixture stirred overnight at room temperature. Solvent was removed in vacuo and the residue dissolved in dichloromethane and solvent removed in vacuo again to furnish the title compound as a yellow foam, 1... Reactants: C(C)(C)(C)OC(NCCC1=CC=C(C=C1)OCCCCCC1=CC(=C(C=C1)O)[C@H](CCN(C(C)C)C(C)C)C1=CC=CC=C1)=O (Tert-butyl(2-{4-[(5-{3-[(1R)-3-(diisopropylamino)-1-phenylpropyl]-4-hydroxyphenyl}pentyl)oxy]phenyl}ethyl)carbamate), C(C)O (ethanol), Cl (hydrochloric acid), solution. The solvent is ClCCl (dichloromethane), C(C)OCC (diethyl ether). Reactants: C(C)OC(=O)C=1N(C2=CC=C(C=C2C1CO)F)CC1=CC=CC2=CC=CC=C12 (5-fluoro-3-hydroxymethyl-1-naphthalen-1-ylmethyl-1H-indole-2-carboxylic acid ethyl ester), C(C)N=C=O (ethyl isocyanate). Reagents/catalysts: CN(C1=CC=NC=C1)C (4-Dimethylaminopyridine). Solvent: ClCCl (dichloromethane). Conditions: time 16 hour. Yields the product C(C)OC(=O)C=1N(C2=CC=C(C=C2C1COC(NCC)=O)F)CC1=CC=CC2=CC=CC=C12 (3-ethylcarbamoyloxymethyl-5-fluoro-1-naphthalen-1-ylmethyl-1H-indole-2-carboxylic acid ethyl ester). Reaction SMILES: [CH2:1]([O:3][C:4]([C:6]1[N:7]([CH2:18][C:19]2[C:28]3[C:23](=[CH:24][CH:25]=[CH:26][CH:27]=3)[CH:22]=[CH:21][CH:20]=2)[C:8]2[C:13]([C:14]=1[CH2:15][OH:16])=[CH:12][C:11]([F:17])=[CH:10][CH:9]=2)=[O:5])[CH3:2].[CH2:29]([N:31]=[C:32]=[O:33])[CH3:30]>ClCCl.CN(C)C1C=CN=CC=1>[CH2:1]([O:3][C:4]([C:6]1[N:7]([CH2:18][C:19]2[C:28]3[C:23](=[CH:24][CH:25]=[CH:26][CH:27]=3)[CH:22]=[CH:21][CH:20]=2)[C:8]2[C:13]([C:14]=1[CH2:15][O:16][C:32](=[O:33])[NH:31][CH2:29][CH3:30])=[CH:12][C:11]([F:17])=[CH:10][CH:9]=2)=[O:5])[CH3:2]. Procedure details: To a solution 5-fluoro-3-hydroxymethyl-1-naphthalen-1-ylmethyl-1H-indole-2-carboxylic acid ethyl ester (51 mg, from Example 95) in dichloromethane (0.5 ml) was added 10 mg of ethyl isocyanate and stirring was continued at 22° C. for 16 h. 4-Dimethylaminopyridine (17 mg) was added and stirring was continued at 22° C. for 4 days. The mixture was chromatographed on silica using n-heptane/AcOEt (1:1) to give 3-ethylcarbamoyloxymethyl-5-fluoro-1-naphthalen-1-ylmethyl-1H-indole-2-carboxylic acid ethyl... The reactants are COC(=O)C(Cc1ccccc1)NC(=O)C(O)C(C)(C)CO, CO, Cl, [Na+], [OH-]. Product: CC(C)(CO)C(O)C(=O)NC(Cc1ccccc1)C(=O)O. Reaction SMILES: [CH3:1][O:2][C:3]([CH:4]([NH:5][C:6]([CH:7]([OH:8])[C:9]([CH3:10])([CH3:11])[CH2:12][OH:13])=[O:14])[CH2:15][c:16]1[cH:17][cH:18][cH:19][cH:20][cH:21]1)=[O:22].[CH3:24][OH:25].[ClH:23].[Na+:27].[OH-:26]>>[O:2]=[C:3]([CH:4]([NH:5][C:6]([CH:7]([OH:8])[C:9]([CH3:10])([CH3:11])[CH2:12][OH:13])=[O:14])[CH2:15][c:16]1[cH:17][cH:18][cH:19][cH:20][cH:21]1)[OH:22]. The reactants are [Li]CCCC (nBuLi), solution, C(=O)=O.CC(=O)C (dry-ice acetone), BrC1=NC(=CC=C1)Br (2,6-dibromopyridine), CC(C)(C)[Si](OCC=O)(C)C ({[(1,1-dimethylethyl)(dimethyl)silyl]oxy}acetaldehyde), CC(=O)O (AcOH). Run in hexanes, C1CCOC1 (THF), C1CCOC1 (THF), CO (MeOH). Conditions: temperature -78 celsius, time 20 minute. Yields the product BrC1=CC=CC(=N1)C(CO[Si](C)(C)C(C)(C)C)O (1-(6-Bromo-2-pyridinyl)-2-{[(1,1-dimethylethyl)(dimethyl)silyl]oxy}ethanol). As a reaction SMILES: [Li]CCCC.C(=O)=O.CC(C)=O.Br[C:14]1[CH:19]=[CH:18][CH:17]=[C:16]([Br:20])[N:15]=1.[CH3:21][C:22]([Si:25]([CH3:31])([CH3:30])[O:26][CH2:27][CH:28]=[O:29])([CH3:24])[CH3:23].CC(O)=O>C1COCC1.CO>[Br:20][C:16]1[N:15]=[C:14]([CH:28]([OH:29])[CH2:27][O:26][Si:25]([C:22]([CH3:23])([CH3:21])[CH3:24])([CH3:30])[CH3:31])[CH:19]=[CH:18][CH:17]=1 |f:1.2|. Procedure: A solution of nBuLi (7.90 mL of a 1.6M solution in hexanes, 12.64 mmol) in THF (7.6 mL) was cooled to −78° C. (dry-ice/acetone bath) under nitrogen and then treated with a solution of 2,6-dibromopyridine (3.00 g, 12.66 mmol) in THF (17.8 mL) drop-wise over 30 min. The resulting green solution was stirred at −78° C. for 20 min and then treated with {[(1,1-dimethylethyl)(dimethyl)silyl]oxy}acetaldehyde (3.00 mL, 15.75 mmol) over 1 min to give a deep purple/brown coloured solution which was stirred... Reactants: C(C)(C)(C)O[C@H](C(=O)OC)C1=C2N3CCC(OCCCC[C@@H](OC=4C(=CC=CC4C4=CC=CC(C5=C(N2C(C(=C1C)Br)=N5)Br)=C4)F)C)(CC3)C (Methyl(2S)-2-(tert-butoxy)-2-[(22S)-5,8-dibromo-19-fluoro-4,22,28-trimethyl-21,27-dioxa-1,7,34-triazahexacyclo[26.2.2.16,9.110,14.02,7.015,20]tetratriaconta-2,4,6(34),8,10(33),11,13,15(20),16,18-decaen-3-yl]acetate), C(=O)[O-].[NH4+] (ammonium formate). Reaction SMILES: [C:1]([O:5][C@@H:6]([C:11]1[C:40]([CH3:41])=[C:39]([Br:42])[C:38]2=[N:43][C:35]3=[C:36](Br)[N:37]2[C:12]=1[N:13]1[CH2:49][CH2:48][C:16]([CH3:50])([O:17][CH2:18][CH2:19][CH2:20][CH2:21][C@H:22]([CH3:47])[O:23][C:24]2[C:25]([F:46])=[CH:26][CH:27]=[CH:28][C:29]=2[C:30]2[CH:45]=[C:34]3[CH:33]=[CH:32][CH:31]=2)[CH2:15][CH2:14]1)[C:7]([O:9][CH3:10])=[O:8])([CH3:4])([CH3:3])[CH3:2].C([O-])=O.[NH4+]>CN(C=O)C.C(OCC)(=O)C.C1C=CC([P]([Pd]([P](C2C=CC=CC=2)(C2C=CC=CC=2)C2C=CC=CC=2)([P](C2C=CC=CC=2)(C2C=CC=CC=2)C2C=CC=CC=2)[P](C2C=CC=CC=2)(C2C=CC=CC=2)C2C=CC=CC=2)(C2C=CC=CC=2)C2C=CC=CC=2)=CC=1>[Br:42][C:39]1[C:38]2=[N:43][C:35]3=[CH:36][N:37]2[C:12]([N:13]2[CH2:14][CH2:15][C:16]([CH3:50])([O:17][CH2:18][CH2:19][CH2:20][CH2:21][C@H:22]([CH3:47])[O:23][C:24]4[C:25]([F:46])=[CH:26][CH:27]=[CH:28][C:29]=4[C:30]4[CH:45]=[C:34]3[CH:33]=[CH:32][CH:31]=4)[CH2:48][CH2:49]2)=[C:11]([C@H:6]([O:5][C:1]([CH3:4])([CH3:3])[CH3:2])[C:7]([O:9][CH3:10])=[O:8])[C:40]=1[CH3:41] |f:1.2,^1:69,71,90,109|. Procedure: Methyl(2S)-2-(tert-butoxy)-2-[(22S)-5,8-dibromo-19-fluoro-4,22,28-trimethyl-21,27-dioxa-1,7,34-triazahexacyclo[26.2.2.16,9.110,14.02,7.015,20]tetratriaconta-2,4,6(34),8,10(33),11,13,15(20),16,18-decaen-3-yl]acetate (0.13 g, 0.16 mmol, 1.0 equiv) and ammonium formate (0.101 g, 1.6 mmol, 10.0 equiv) were dissolved in DMF (3.19 mL). To this solution was added tetrakis (0.018 g, 0.016 mmol, 0.1 equiv). The mixture was heated at 40° C. overnight. Then it was diluted with ethyl acetate, washed by NaHC... The reagents and catalysts are C=1C=CC(=CC1)[P](C=2C=CC=CC2)(C=3C=CC=CC3)[Pd]([P](C=4C=CC=CC4)(C=5C=CC=CC5)C=6C=CC=CC6)([P](C=7C=CC=CC7)(C=8C=CC=CC8)C=9C=CC=CC9)[P](C=1C=CC=CC1)(C=1C=CC=CC1)C=1C=CC=CC1 (tetrakis). Isolated yield 59.4%. The product is BrC1=C(C(=C2N3CCC(OCCCC[C@@H](OC=4C(=CC=CC4C4=CC=CC(C5=CN2C1=N5)=C4)F)C)(CC3)C)[C@@H](C(=O)OC)OC(C)(C)C)C (Methyl(2S)-2-[(22S)-5-bromo-19-fluoro-4,22,28-trimethyl-21,27-dioxa-1,7,34-triazahexacyclo[26.2.2.16,9.110,14.02,7.015,20]tetratriaconta-2, 4, 6(34),8,10(33),11,13,15(20),16,18-decaen-3-yl]-2-(tert-butoxy)acetate). Reaction conditions: temperature 40 celsius. The solvent is CN(C)C=O (DMF), C(C)(=O)OCC (ethyl acetate). The reactants are C(C1=CC=CC=C1)OC([C@H]1N(CCC1)C([C@H]1N(CCC1)C(=O)NCC1=CC=CC=C1)=O)=O (N-benzylaminocarbonyl-L-prolyl-L-proline benzyl ester), C[S@](=O)C1=CC=C(C=C1)OC ((S)-(-)-4-methoxyphenyl methyl sulfoxide). The product is C(C1=CC=CC=C1)NC(=O)N1[C@H](C(=O)N2[C@@H](CCC2)C(C[S@](=O)C2=CC=C(C=C2)OC)=O)CCC1 ((2S)-1-(N-Benzylaminocarbonyl-L-prolyl)-2-{[(S)-4-methoxyphenylsulfinyl]acetyl}pyrrolidine). The yield is 27.6%. As a reaction SMILES: C(O[C:9](=[O:32])[C@@H:10]1[CH2:14][CH2:13][CH2:12][N:11]1[C:15](=[O:31])[C@@H:16]1[CH2:20][CH2:19][CH2:18][N:17]1[C:21]([NH:23][CH2:24][C:25]1[CH:30]=[CH:29][CH:28]=[CH:27][CH:26]=1)=[O:22])C1C=CC=CC=1.[CH3:33][S@@:34]([C:36]1[CH:41]=[CH:40][C:39]([O:42][CH3:43])=[CH:38][CH:37]=1)=[O:35]>>[CH2:24]([NH:23][C:21]([N:17]1[CH2:18][CH2:19][CH2:20][C@H:16]1[C:15]([N:11]1[CH2:12][CH2:13][CH2:14][C@H:10]1[C:9](=[O:32])[CH2:33][S@@:34]([C:36]1[CH:41]=[CH:40][C:39]([O:42][CH3:43])=[CH:38][CH:37]=1)=[O:35])=[O:31])=[O:22])[C:25]1[CH:26]=[CH:27][CH:28]=[CH:29][CH:30]=1. Reported procedure: By the same procedure as in Example 15-D) using N-benzylaminocarbonyl-L-prolyl-L-proline benzyl ester (2.00 g) and (S)-(-)-4-methoxyphenyl methyl sulfoxide (780 mg) as obtained in Example 15-C), there was obtained 629 mg of the title compound as colorless needles (See Table 7). Starting materials: BrBr, Br, CC(=O)O, CCNC(=O)Nc1nc2c(s1)C(=O)CCC2. Yields the product CCNC(=O)Nc1nc2c(s1)C(=O)C(Br)(Br)CC2. As a reaction SMILES: [Br:18][Br:19].[BrH:17].[C:20]([OH:21])(=[O:22])[CH3:23].[O:1]=[C:2]1[CH2:3][CH2:4][CH2:5][c:6]2[n:7][c:8]([NH:11][C:12](=[O:13])[NH:14][CH2:15][CH3:16])[s:9][c:10]21>>[O:1]=[C:2]1[C:3]([Br:17])([Br:18])[CH2:4][CH2:5][c:6]2[n:7][c:8]([NH:11][C:12](=[O:13])[NH:14][CH2:15][CH3:16])[s:9][c:10]21. Starting materials: C(C)OC(CS)=O (Mercapto-acetic acid ethyl ester), CC(C)(C)[O-].[K+] (KOtBu), ClC=C(C(C(C)C)=O)CC(C)C (1-chloro-2-isobutyl-4-methyl-pent-1-en-3-one). Run in CCOCC (ether), C(C)O (ethanol), C1CCOC1 (THF), C1CCOC1 (THF). Conditions: temperature 12.5 celsius, time 15 hour. The product is C(C(C)C)C=1C(=C(SC1)C(=O)O)C(C)C (4-isobutyl-3-isopropyl-thiophene-2-carboxylic acid). Isolated yield 1.0%. As a reaction SMILES: C([O:3][C:4](=[O:7])[CH2:5][SH:6])C.CC([O-])(C)C.[K+].Cl[CH:15]=[C:16]([CH2:22][CH:23]([CH3:25])[CH3:24])[C:17](=O)[CH:18]([CH3:20])[CH3:19]>C(O)C.C1COCC1.CCOCC>[CH2:22]([C:16]1[C:17]([CH:18]([CH3:20])[CH3:19])=[C:5]([C:4]([OH:3])=[O:7])[S:6][CH:15]=1)[CH:23]([CH3:25])[CH3:24] |f:1.2|. Procedure: Mercapto-acetic acid ethyl ester (9.86 g, 82.1 mmol) is slowly added to a solution of KOtBu (9.50 g, 84.7 mmol) in ethanol (50 mL) cooled to 10-15° C. The mixture is diluted with THF (100 mL) before a solution of the crude 1-chloro-2-isobutyl-4-methyl-pent-1-en-3-one (corresponds to 8.1 g, 43 mmol) in THF (50 mL) is added. The reaction mixture is stirred at 40° C. for 15 h, then at reflux for further 20 h, and at 35° C. for 48 h. The mixture is diluted with ether (300 mL) and washed with 1N aq. ... Starting materials: N([C@@H](CC(C)C)C(=O)OCC1=CC=CC=C1)C(=O)CC1=CC=CC=C1 (N-phenylacetyl-L-Leu-OBzl), [H][H] (hydrogen). The reagents and catalysts are [Pd] (palladium on carbon). The solvent is CO (methanol). Product: N([C@@H](CC(C)C)C(=O)O)C(=O)CC1=CC=CC=C1 (N-phenylacetyl-L-Leu-OH). Isolated yield 74.9%. As a reaction SMILES: [NH:1]([C:17]([CH2:19][C:20]1[CH:25]=[CH:24][CH:23]=[CH:22][CH:21]=1)=[O:18])[C@H:2]([C:7]([O:9]CC1C=CC=CC=1)=[O:8])[CH2:3][CH:4]([CH3:6])[CH3:5].[H][H]>CO.[Pd]>[NH:1]([C:17]([CH2:19][C:20]1[CH:25]=[CH:24][CH:23]=[CH:22][CH:21]=1)=[O:18])[C@H:2]([C:7]([OH:9])=[O:8])[CH2:3][CH:4]([CH3:6])[CH3:5]. Reported procedure: A solution of N-phenylacetyl-L-Leu-OBzl (14 g) in methanol (140 ml) was hydrogenated over 10% palladium on carbon (1.4 g) at 3 atmospheric pressure of hydrogen for 2 hours. After removal of the catalyst by filtration, the filtrate was concentrated in vacuo. The residue was triturated with diisopropyl ether to give N-phenylacetyl-L-Leu-OH (7.7 g). Starting materials: ClC1=CC=C(C=CCO)C=C1 (4-Chlorocinnamyl alcohol), C(C(=O)Cl)(=O)Cl (oxalyl chloride), CS(=O)C (DMSO), CCN(C(C)C)C(C)C (DIPEA). Solvent: C(Cl)Cl (methylene chloride), C(Cl)Cl (methylene chloride), C(Cl)Cl (methylene chloride). Conditions: temperature -70 celsius, time 10 minute. Yields the product ClC1=CC=C(C=CC=O)C=C1 (4-Chlorocinnamaldehyde). Reaction SMILES: C(Cl)(=O)C(Cl)=O.CS(C)=O.[Cl:11][C:12]1[CH:21]=[CH:20][C:15]([CH:16]=[CH:17][CH2:18][OH:19])=[CH:14][CH:13]=1.CCN(C(C)C)C(C)C>C(Cl)Cl>[Cl:11][C:12]1[CH:13]=[CH:14][C:15]([CH:16]=[CH:17][CH:18]=[O:19])=[CH:20][CH:21]=1. Procedure: A solution of oxalyl chloride (2.6 mL, 30 mmol) in methylene chloride was cooled to −70° C. in a dry ice/acetone bath and DMSO (4.2 mL, 60 mmol) was added slowly. After 10 minutes, a solution of 4-chlorocinnamyl alcohol (2.0 g, 12 mmol) from Step A in methylene chloride (12 mL) was added. The reaction was stirred at −70° C. for 80 min and then DIPEA (20 mL, 120 mmol) was added. After 5 min, the reaction was allowed to warm to rt over 2 h. The mixture was diluted with methylene chloride and washe...